This data is from the Open Reaction Database (ORD), a public repository of structured organic reaction records. The task is: describe an organic reaction: reactants, conditions, products, and yield The reactants are C(CCC)[Li] (n-butyllithium), hexanes, C(CCCC)OC1=CC=C(C=C1)C1=CC=C(C=C1)Br (4-(4-n-pentoxyphenyl)bromobenzene), 15, C(C)(C)OB(OC(C)C)OC(C)C (triisopropylborate), Cl (HCl). Solvent: O1CCCC1 (tetrahydrofuran). Reaction conditions: temperature -78 celsius, time 15 minute. The product is C(CCCC)OC1=CC=C(C=C1)C1=CC=C(C=C1)B(O)O (4-(4-n-pentoxyphenyl)phenylboronic acid). Yield: 84.3%. Reaction SMILES: [CH2:1]([O:6][C:7]1[CH:12]=[CH:11][C:10]([C:13]2[CH:18]=[CH:17][C:16](Br)=[CH:15][CH:14]=2)=[CH:9][CH:8]=1)[CH2:2][CH2:3][CH2:4][CH3:5].C([Li])CCC.C([O:28][B:29](OC(C)C)[O:30]C(C)C)(C)C.Cl>O1CCCC1>[CH2:1]([O:6][C:7]1[CH:12]=[CH:11][C:10]([C:13]2[CH:18]=[CH:17][C:16]([B:29]([OH:30])[OH:28])=[CH:15][CH:14]=2)=[CH:9][CH:8]=1)[CH2:2][CH2:3][CH2:4][CH3:5]. Reported procedure: To a stirred suspension of 4-(4-n-pentoxyphenyl)bromobenzene (1.0 g, 3.13 mmol) in anhydrous tetrahydrofuran (20 ml) at -78° C. under a nitrogen atmosphere was added n-butyllithium in hexanes (2.5M, 1.32 ml, 3.30 mmol). After a period of 15 rain, triisopropylborate (760 μl, 3.30 mmol) was added. Stirring at -78° C. was continued for 15 min and then at 25° C. for 40 min. The mixture was acidified with 0.5N HCl (20 mL) and then partitioned between ether (50 ml) and water (40 ml). The organic phase... Starting materials: CC=CC=CCCC(=O)OC, CO, NN, O. The product is CC=CC=CCCC(=O)NN. Reaction SMILES: [C:1]([CH2:2][CH2:3][CH:4]=[CH:5][CH:6]=[CH:7][CH3:8])([O:10][CH3:9])=[O:11].[CH3:14][OH:15].[NH2:12][NH2:13].[OH2:16]>>[C:1]([CH2:2][CH2:3][CH:4]=[CH:5][CH:6]=[CH:7][CH3:8])(=[O:10])[NH:12][NH2:13].